This data is from the Open Reaction Database (ORD), a public repository of structured organic reaction records. The task is: describe an organic reaction: reactants, conditions, products, and yield Reactants: CN(C)c1ccccc1, COc1cc(CO)cc(OC)c1OC, ClCCl, O=S(Cl)Cl. Yields the product COc1cc(CCl)cc(OC)c1OC. As a reaction SMILES: [CH3:15][N:16]([c:17]1[cH:18][cH:19][cH:20][cH:21][cH:22]1)[CH3:23].[CH3:1][O:2][c:3]1[cH:4][c:5]([CH2:6][OH:7])[cH:8][c:9]([O:13][CH3:14])[c:10]1[O:11][CH3:12].[Cl:28][CH2:29][Cl:30].[S:24]([Cl:25])([Cl:26])=[O:27]>>[CH3:1][O:2][c:3]1[cH:4][c:5]([CH2:6][Cl:26])[cH:8][c:9]([O:13][CH3:14])[c:10]1[O:11][CH3:12].